Dataset: the Open Reaction Database (ORD), a public repository of structured organic reaction records. Task: describe an organic reaction: reactants, conditions, products, and yield Reactants: CC(=O)Oc1ccccc1C(=O)Cl, CCN(CC)Cc1cc(C(=O)OCCO)cc(Br)c1N. Yields the product CCN(CC)Cc1cc(C(=O)OCCOC(=O)c2ccccc2OC(C)=O)cc(Br)c1N. As a reaction SMILES: [C:1]([CH3:2])(=[O:3])[O:4][c:5]1[c:6]([C:7](=[O:8])[Cl:9])[cH:10][cH:11][cH:12][cH:13]1.[NH2:14][c:15]1[c:16]([Br:33])[cH:17][c:18]([C:19](=[O:20])[O:21][CH2:22][CH2:23][OH:24])[cH:25][c:26]1[CH2:27][N:28]([CH2:29][CH3:30])[CH2:31][CH3:32]>>[C:1]([CH3:2])(=[O:3])[O:4][c:5]1[c:6]([C:7](=[O:8])[O:24][CH2:23][CH2:22][O:21][C:19]([c:18]2[cH:17][c:16]([Br:33])[c:15]([NH2:14])[c:26]([CH2:27][N:28]([CH2:29][CH3:30])[CH2:31][CH3:32])[cH:25]2)=[O:20])[cH:10][cH:11][cH:12][cH:13]1. The reactants are C=CCC(NC(=O)OCc1ccccc1)C(=O)N(CC(=C)Br)Cc1ccc(OC)cc1OC, ClCCl. Yields the product COc1ccc(CN2CC(Br)=CCC(NC(=O)OCc3ccccc3)C2=O)c(OC)c1. As a reaction SMILES: [Br:1][C:2]([CH2:3][N:4]([C:5](=[O:6])[CH:7]([CH2:8][CH:9]=[CH2:33])[NH:11][C:12]([O:13][CH2:14][c:15]1[cH:16][cH:17][cH:18][cH:19][cH:20]1)=[O:21])[CH2:22][c:23]1[c:24]([O:31][CH3:32])[cH:25][c:26]([O:29][CH3:30])[cH:27][cH:28]1)=[CH2:10].[Cl:34][CH2:35][Cl:36]>>[Br:1][C:2]1=[CH:9][CH2:8][CH:7]([NH:11][C:12]([O:13][CH2:14][c:15]2[cH:16][cH:17][cH:18][cH:19][cH:20]2)=[O:21])[C:5](=[O:6])[N:4]([CH2:22][c:23]2[c:24]([O:31][CH3:32])[cH:25][c:26]([O:29][CH3:30])[cH:27][cH:28]2)[CH2:3]1. Starting materials: CC=1C(=NC=C(C1)C)NS(=O)(=O)C1=CC=C(C=C1)F (N-(3,5-dimethylpyridin-2-yl)-4-fluorobenzenesulfonamide), BrCC(C)C (1-bromo-2-methylpropane). Yields the product CC=1C(=NC=C(C1)C)N(S(=O)(=O)C1=CC=C(C=C1)F)CC(C)C (N-(3,5-dimethylpyridin-2-yl)-4-fluoro-N-isobutylbenzenesulfonamide). Yield: 53.2%. Reaction SMILES: [CH3:1][C:2]1[C:3]([NH:9][S:10]([C:13]2[CH:18]=[CH:17][C:16]([F:19])=[CH:15][CH:14]=2)(=[O:12])=[O:11])=[N:4][CH:5]=[C:6]([CH3:8])[CH:7]=1.Br[CH2:21][CH:22]([CH3:24])[CH3:23]>>[CH3:1][C:2]1[C:3]([N:9]([CH2:21][CH:22]([CH3:24])[CH3:23])[S:10]([C:13]2[CH:18]=[CH:17][C:16]([F:19])=[CH:15][CH:14]=2)(=[O:12])=[O:11])=[N:4][CH:5]=[C:6]([CH3:8])[CH:7]=1. Procedure: The title compound (53.7 mg) was prepared from N-(3,5-dimethylpyridin-2-yl)-4-fluorobenzenesulfonamide (84 mg, 0.300 mmol) and 1-bromo-2-methylpropane (0.065 mL, 0.599 mmol), following procedure described for Example 22. LCMS (2 min, formic) Rt 0.96 min, m/z (ES+) 337 (M+H). Starting materials: C(C)OCC (diethyl ether), OC(CC(=O)OCC)(C)C=1COC2=CC=C(C=C2C1)C1=CC=CC=C1 (Ethyl 3-hydroxy-3-(6-phenyl-2H-chromen-3-yl)butanoate), ice water, P(=O)(Cl)(Cl)Cl (phosphorus oxychloride). The solvent is C1(=CC=CC=C1)C (toluene). Yields the product C1(=CC=CC=C1)C=1C=C2C=C(COC2=CC1)C(=CC(=O)OCC)C (Ethyl 3-(6-phenyl-2H-chromen-3-yl)but-2-enoate). Reaction SMILES: O[C:2]([C:10]1[CH2:11][O:12][C:13]2[C:18]([CH:19]=1)=[CH:17][C:16]([C:20]1[CH:25]=[CH:24][CH:23]=[CH:22][CH:21]=1)=[CH:15][CH:14]=2)([CH3:9])[CH2:3][C:4]([O:6][CH2:7][CH3:8])=[O:5].P(Cl)(Cl)(Cl)=O.C(OCC)C>C1(C)C=CC=CC=1>[C:20]1([C:16]2[CH:17]=[C:18]3[C:13](=[CH:14][CH:15]=2)[O:12][CH2:11][C:10]([C:2]([CH3:9])=[CH:3][C:4]([O:6][CH2:7][CH3:8])=[O:5])=[CH:19]3)[CH:21]=[CH:22][CH:23]=[CH:24][CH:25]=1. Reported procedure: The whole of the solid obtained in Step C is dissolved in 70 ml of toluene and then treated with 1.25 ml (13.3 mmol) of phosphorus oxychloride. The mixture is refluxed for one hour. After returning to room temperature, the reaction mixture is poured onto 60 ml of ice-water and then mixed with 100 ml of diethyl ether. Customary treatment of the organic phase yields, after purification over a silica column (eluant: methylene chloride), 12.36 g of a yellow solid recrystallised from diisopropyl ethe... RXN SMILES: [C:35]([CH3:36])(=[S:37])[O-:38].[CH3:40][N:41]([CH3:42])[CH:43]=[O:44].[CH:1]([CH3:2])([CH3:3])[N:4]([C:5](=[O:6])[c:7]1[n:8][c:9]([N:12]2[CH2:13][CH:14]([O:16][S:17]([CH3:18])(=[O:19])=[O:20])[CH2:15]2)[s:10][cH:11]1)[CH2:21][C:22](=[O:23])[O:24][CH2:25][c:26]1[cH:27][cH:28][c:29]([N+:32](=[O:33])[O-:34])[cH:30][cH:31]1.[K+:39]>>[CH:1]([CH3:2])([CH3:3])[N:4]([C:5](=[O:6])[c:7]1[n:8][c:9]([N:12]2[CH2:13][CH:14]([S:37][C:35]([CH3:36])=[O:38])[CH2:15]2)[s:10][cH:11]1)[CH2:21][C:22](=[O:23])[O:24][CH2:25][c:26]1[cH:27][cH:28][c:29]([N+:32](=[O:33])[O-:34])[cH:30][cH:31]1. The reactants are CC([O-])=S, CN(C)C=O, CC(C)N(CC(=O)OCc1ccc([N+](=O)[O-])cc1)C(=O)c1csc(N2CC(OS(C)(=O)=O)C2)n1, [K+]. Yields the product CC(=O)SC1CN(c2nc(C(=O)N(CC(=O)OCc3ccc([N+](=O)[O-])cc3)C(C)C)cs2)C1. The reactants are CCCCN(C)C(=O)CCCCCCCNC(=O)OC(C)(C)C, CCOCC, Cl, C1COCCO1. Product: CCCCN(C)C(=O)CCCCCCCN, Cl. RXN SMILES: [CH3:1][N:2]([C:3]([CH2:4][CH2:5][CH2:6][CH2:7][CH2:8][CH2:9][CH2:10][NH:11][C:12]([O:13][C:14]([CH3:15])([CH3:16])[CH3:17])=[O:18])=[O:19])[CH2:20][CH2:21][CH2:22][CH3:23].[CH3:25][CH2:26][O:27][CH2:28][CH3:29].[ClH:24].[O:30]1[CH2:31][CH2:32][O:33][CH2:34][CH2:35]1>>[CH3:1][N:2]([C:3]([CH2:4][CH2:5][CH2:6][CH2:7][CH2:8][CH2:9][CH2:10][NH2:11])=[O:19])[CH2:20][CH2:21][CH2:22][CH3:23].[ClH:24]. Reactants: [OH-].[K+] (KOH), Cl (HCl), C(C)(=O)C=1C=C(C(=O)OC)C=C(C1)Br (methyl 3-acetyl-5-bromobenzoate), O.NN (hydrazine hydrate). Run in C(CO)O (ethylene glycol), O (water). Reaction conditions: temperature 200 celsius. The product is BrC=1C=C(C(=O)O)C=C(C1)CC (3-bromo-5-ethylbenzoic acid). Yield: 86.4%. RXN SMILES: [C:1]([C:4]1[CH:5]=[C:6]([CH:11]=[C:12]([Br:14])[CH:13]=1)[C:7]([O:9]C)=[O:8])(=O)[CH3:2].[OH-].[K+].O.NN.Cl>C(O)CO.O>[Br:14][C:12]1[CH:11]=[C:6]([CH:5]=[C:4]([CH2:1][CH3:2])[CH:13]=1)[C:7]([OH:9])=[O:8] |f:1.2,3.4|. Procedure details: The compound methyl 3-acetyl-5-bromobenzoate (1.2 g, 4.8 mmol) was dissolved in ethylene glycol (10 mL) and KOH (0.41 g, 7.3 mmol) followed by hydrazine hydrate (0.44 mL, 7.3 mmol) were added. The reaction mixture was heated to 200° C. for 1 h. The reaction mixture was cooled to room temperature and diluted with water. The pH of the aqueous layer was adjusted to 2-3 using 1.5N HCl. The product was extracted with EtOAc. The organic layer was washed with water and brine and dried over anhydrous so...